Dataset: the Open Reaction Database (ORD), a public repository of structured organic reaction records. Task: describe an organic reaction: reactants, conditions, products, and yield Reactants: CCN(CC)CCN(C(=O)OC(C)(C)C)C1CCN(c2ccc([N+](=O)[O-])cc2)C1, O=C(O)C(F)(F)F. Yields the product CCN(CC)CCNC1CCN(c2ccc([N+](=O)[O-])cc2)C1. RXN SMILES: [CH2:1]([CH3:2])[N:3]([CH2:4][CH2:5][N:6]([C:7](=[O:8])[O:9][C:10]([CH3:11])([CH3:12])[CH3:13])[CH:14]1[CH2:15][N:16]([c:19]2[cH:20][cH:21][c:22]([N+:25](=[O:26])[O-:27])[cH:23][cH:24]2)[CH2:17][CH2:18]1)[CH2:28][CH3:29].[OH:30][C:31]([C:32]([F:33])([F:34])[F:35])=[O:36]>>[CH2:1]([CH3:2])[N:3]([CH2:4][CH2:5][NH:6][CH:14]1[CH2:15][N:16]([c:19]2[cH:20][cH:21][c:22]([N+:25](=[O:26])[O-:27])[cH:23][cH:24]2)[CH2:17][CH2:18]1)[CH2:28][CH3:29]. Reactants: N (ammonia), C1(=CC=CC=C1)C (toluene), cis-2,3-dimethylsuccinic anhydride, S(=O)(Cl)Cl (thionyl chloride), CN(C)C=O (DMF). Conditions: temperature 0 celsius, time 2 hour. Yields the product C[C@@H]1C(NC([C@@H]1C)=O)=O (cis-3,4-dimethylpyrrolidine-2,5-dione). RXN SMILES: N.[C:2]1([CH3:8])[CH:7]=CC=[CH:4][CH:3]=1.S(Cl)(Cl)=[O:10].C[N:14]([CH:16]=[O:17])C>>[CH3:4][C@H:3]1[C@@H:2]([CH3:8])[C:7](=[O:10])[NH:14][C:16]1=[O:17]. Reported procedure: In a cooling bath, ammonia gas was introduced into a toluene (5 ml) solution of 390 mg of cis-2,3-dimethylsuccinic anhydride for 30 minutes. The solvent was evaporated away under reduced pressure to obtain a white solid. This was dissolved in 10 ml of DMF, and at −78° C., 0.5 ml of thionyl chloride was added to it and stirred at 0° C. for 2 hours. The reaction liquid was restored to room temperature, the solvent was evaporated away under reduced pressure, ethyl acetate was added to the residue, ... Starting materials: IC=1N(C=C(N1)C=1SC(=CC1)C)C(C1=CC=CC=C1)(C1=CC=CC=C1)C1=CC=CC=C1 (2-Iodo-4-(5-methylthiophen-2-yl)-1-trityl-1H-imidazole), CC(=O)O (AcOH). Solvent: CO (MeOH), C1(=CC=CC=C1)C (toluene). Yields the product IC=1NC=C(N1)C=1SC(=CC1)C (2-iodo-4-(5-methylthiophen-2-yl)-1H-imidazole). Isolated yield 85.6%. Reaction SMILES: [I:1][C:2]1[N:3](C(C2C=CC=CC=2)(C2C=CC=CC=2)C2C=CC=CC=2)[CH:4]=[C:5]([C:7]2[S:8][C:9]([CH3:12])=[CH:10][CH:11]=2)[N:6]=1.CC(O)=O>CO.C1(C)C=CC=CC=1>[I:1][C:2]1[NH:3][CH:4]=[C:5]([C:7]2[S:8][C:9]([CH3:12])=[CH:10][CH:11]=2)[N:6]=1. Reported procedure: A mixture of 2-iodo-4-(5-methylthiophen-2-yl)-1-trityl-1H-imidazole 2 (2.57 g, 4.83 mmol) and AcOH (3 mL) in MeOH (120 mL) was heated under reflux (2 h). The mixture was allowed to cool to room temperature and then concentrated to give a residue. The residue was taken up in toluene and concentrated to five a residue. The residue was diluted with CH2Cl2, H2O, saturated aqueous NaHCO3 and the organic phase was separated. The aqueous phase was re-extracted (CH2Cl2) and the combined organics were wa...